From a dataset of the Open Reaction Database (ORD), a public repository of structured organic reaction records. describe an organic reaction: reactants, conditions, products, and yield Reactants: C([O-])([O-])=O.[Cs+].[Cs+] (cesium carbonate), C(=O)(C(F)(F)F)O (TFA), C(C)OC(=O)[C@@H]1[C@H](C1)C1=CC=C(C=C1)O[C@@H]1CCC2=C(C=CC(=C12)F)B1OC(C(O1)(C)C)(C)C ((1S,2S)-2-{4-[(R)-7-Fluoro-4-(4,4,5,5-tetramethyl-[1,3,2]dioxaborolan-2-yl)-indan-1-yloxy]-phenyl}-cyclopropanecarboxylic acid ethyl ester), C(C)OC(=O)[C@@H]1[C@H](C1)C1=CC=C(C=C1)O[C@@H]1CCC2=C(C=CC(=C12)F)B1OC(C(O1)(C)C)(C)C ((1S,2S)-2-{4-[(R)-7-Fluoro-4-(4,4,5,5-tetramethyl-[1,3,2]dioxaborolan-2-yl)-indan-1-yloxy]-phenyl}-cyclopropanecarboxylic acid ethyl ester), BrC1=NC=CC=C1OC (2-bromo-3-methoxypyridine). Reagents/catalysts: [Pd](Cl)Cl.C(C)(C)(C)P([C-]1C=CC=C1)C(C)(C)C.[C-]1(C=CC=C1)P(C(C)(C)C)C(C)(C)C.[Fe+2] (1,1′-bis(di-tert-butylphosphino)ferrocene palladium dichloride). Solvent: CN(C=O)C (N,N-dimethylformamide). Conditions: temperature 80 celsius. Yields the product FC=1C=CC(=C2CC[C@H](C12)OC1=CC=C(C=C1)[C@@H]1[C@H](C1)C(=O)OCC)C1=NC=CC=C1OC ((1S,2S)-ethyl 2-(4-((1R)-7-fluoro-4-(3-methoxypyridin-2-yl)-2,3-dihydro-1H-inden-1-yloxy)phenyl)cyclopropanecarboxylate). Yield: 26.8%. Reaction SMILES: [CH2:1]([O:3][C:4]([C@H:6]1[CH2:8][C@@H:7]1[C:9]1[CH:14]=[CH:13][C:12]([O:15][C@H:16]2[C:24]3[C:19](=[C:20](B4OC(C)(C)C(C)(C)O4)[CH:21]=[CH:22][C:23]=3[F:25])[CH2:18][CH2:17]2)=[CH:11][CH:10]=1)=[O:5])[CH3:2].Br[C:36]1[C:41]([O:42][CH3:43])=[CH:40][CH:39]=[CH:38][N:37]=1.C(=O)([O-])[O-].[Cs+].[Cs+].C(O)(C(F)(F)F)=O>[Pd](Cl)Cl.C(P(C(C)(C)C)[C-]1C=CC=C1)(C)(C)C.[C-]1(P(C(C)(C)C)C(C)(C)C)C=CC=C1.[Fe+2].CN(C)C=O>[F:25][C:23]1[CH:22]=[CH:21][C:20]([C:36]2[C:41]([O:42][CH3:43])=[CH:40][CH:39]=[CH:38][N:37]=2)=[C:19]2[C:24]=1[C@H:16]([O:15][C:12]1[CH:11]=[CH:10][C:9]([C@H:7]3[CH2:8][C@@H:6]3[C:4]([O:3][CH2:1][CH3:2])=[O:5])=[CH:14][CH:13]=1)[CH2:17][CH2:18]2 |f:2.3.4,6.7.8.9|. Procedure details: (1S,2S)-2-{4-[(R)-7-Fluoro-4-(4,4,5,5-tetramethyl-[1,3,2]dioxaborolan-2-yl)-indan-1-yloxy]-phenyl}-cyclopropanecarboxylic acid ethyl ester (Intermediate 24, 46.6 mg) and 2-bromo-3-methoxypyridine (28.2 mg) are dissolved N,N-dimethylformamide (1 mL) and degassed with a flow of argon. Aqueous 2M cesium carbonate solution (0.1 mL), 1,1′-bis(di-tert-butylphosphino)ferrocene palladium dichloride (6.5 mg, 0.1 equiv.) are added and the mixture is heated at 80° C. for 2.5 hours under argon. The reaction...